Dataset: the Open Reaction Database (ORD), a public repository of structured organic reaction records. Task: describe an organic reaction: reactants, conditions, products, and yield Reactants: O=C1Nc2nccc(Cl)c2C1(Br)Br, CC(=O)O, CO, [Zn]. Yields the product O=C1Cc2c(Cl)ccnc2N1. As a reaction SMILES: [Br:1][C:2]1([Br:13])[C:3](=[O:12])[NH:4][c:5]2[n:6][cH:7][cH:8][c:9]([Cl:11])[c:10]21.[CH3:14][C:15](=[O:16])[OH:17].[CH3:19][OH:20].[Zn:18]>>[CH2:2]1[C:3](=[O:12])[NH:4][c:5]2[n:6][cH:7][cH:8][c:9]([Cl:11])[c:10]21. The reactants are COC(CC1=CC(=CC=C1)OC1=C(C=C(C=C1)C(F)(F)F)CNCC)=O ([3-(2-ethylaminomethyl-4-trifluoromethyl-phenoxy)-phenyl]-acetic acid methyl ester), BrC1=CC=C(C=C1)S(=O)(=O)Cl (4-bromobenzenesulfonyl chloride). Reaction SMILES: [CH3:1][O:2][C:3](=[O:26])[CH2:4][C:5]1[CH:10]=[CH:9][CH:8]=[C:7]([O:11][C:12]2[CH:17]=[CH:16][C:15]([C:18]([F:21])([F:20])[F:19])=[CH:14][C:13]=2[CH2:22][NH:23][CH2:24][CH3:25])[CH:6]=1.[Br:27][C:28]1[CH:33]=[CH:32][C:31]([S:34](Cl)(=[O:36])=[O:35])=[CH:30][CH:29]=1>>[CH3:1][O:2][C:3](=[O:26])[CH2:4][C:5]1[CH:10]=[CH:9][CH:8]=[C:7]([O:11][C:12]2[CH:17]=[CH:16][C:15]([C:18]([F:20])([F:19])[F:21])=[CH:14][C:13]=2[CH2:22][N:23]([S:34]([C:31]2[CH:32]=[CH:33][C:28]([Br:27])=[CH:29][CH:30]=2)(=[O:36])=[O:35])[CH2:24][CH3:25])[CH:6]=1. Procedure: Prepared according to the procedure described in Example 22, Step 1, using the following starting materials: [3-(2-ethylaminomethyl-4-trifluoromethyl-phenoxy)-phenyl]-acetic acid methyl ester and 4-bromobenzenesulfonyl chloride. Yields the product COC(CC1=CC(=CC=C1)OC1=C(C=C(C=C1)C(F)(F)F)CN(CC)S(=O)(=O)C1=CC=C(C=C1)Br)=O ([3-(2-{[(4-Bromo-benzenesulfonyl)-ethyl-amino]-methyl}-4-trifluoromethyl-phenoxy)-phenyl]-acetic acid methyl ester). The reactants are Clc1nc(N2CCOCC2)c2sc(CBr)cc2n1, O=C([O-])[O-], [Cs+], [Cs+], C1CC2(CCN1)OCCO2, CN(C)C=O, O. Product: Clc1nc(N2CCOCC2)c2sc(CN3CCC4(CC3)OCCO4)cc2n1. RXN SMILES: [Br:1][CH2:2][c:3]1[cH:4][c:5]2[n:6][c:7]([Cl:18])[n:8][c:9]([N:12]3[CH2:13][CH2:14][O:15][CH2:16][CH2:17]3)[c:10]2[s:11]1.[C:29](=[O:30])([O-:31])[O-:32].[Cs+:33].[Cs+:34].[O:19]1[CH2:20][CH2:21][O:22][C:23]12[CH2:24][CH2:25][NH:26][CH2:27][CH2:28]2.[O:35]=[CH:36][N:37]([CH3:38])[CH3:39].[OH2:40]>>[CH2:2]([c:3]1[cH:4][c:5]2[n:6][c:7]([Cl:18])[n:8][c:9]([N:12]3[CH2:13][CH2:14][O:15][CH2:16][CH2:17]3)[c:10]2[s:11]1)[N:26]1[CH2:25][CH2:24][C:23]2([O:19][CH2:20][CH2:21][O:22]2)[CH2:28][CH2:27]1.